This data is from the Open Reaction Database (ORD), a public repository of structured organic reaction records. The task is: describe an organic reaction: reactants, conditions, products, and yield Reactants: C(C)(C)(C)OC(=O)N1CCC(CC1)N1N=CC2=C1N=C(NC2=O)OC (4-(6-methoxy-4-oxo-4,5-dihydro-pyrazolo[3,4-d]pyrimidin-1-yl)-piperidine-1-carboxylic acid tert-butyl ester), P(=O)(Cl)(Cl)Cl (phosphorus oxychloride). The reagents and catalysts are CN(C=O)C (dimethylformamide). Reaction conditions: temperature 80 celsius. The product is C(C)(C)(C)OC(=O)N1CCC(CC1)N1N=CC=2C1=NC(=NC2Cl)OC (4-(4-chloro-6-methoxy-pyrazolo[3,4-d]pyrimidin-1-yl)-piperidine-1-carboxylic acid tert-butyl ester). Reaction SMILES: [C:1]([O:5][C:6]([N:8]1[CH2:13][CH2:12][CH:11]([N:14]2[C:18]3[N:19]=[C:20]([O:24][CH3:25])[NH:21][C:22](=O)[C:17]=3[CH:16]=[N:15]2)[CH2:10][CH2:9]1)=[O:7])([CH3:4])([CH3:3])[CH3:2].P(Cl)(Cl)([Cl:28])=O>CN(C)C=O>[C:1]([O:5][C:6]([N:8]1[CH2:13][CH2:12][CH:11]([N:14]2[C:18]3=[N:19][C:20]([O:24][CH3:25])=[N:21][C:22]([Cl:28])=[C:17]3[CH:16]=[N:15]2)[CH2:10][CH2:9]1)=[O:7])([CH3:4])([CH3:3])[CH3:2]. Reported procedure: A mixture of 4-(6-methoxy-4-oxo-4,5-dihydro-pyrazolo[3,4-d]pyrimidin-1-yl)-piperidine-1-carboxylic acid tert-butyl ester (1 mmol), phosphorus oxychloride (2 mmol) and dimethylformamide (5 drops) is heated at 80° C. for 6 h. The mixture is allowed to cool, the solvent is evaporated and the residue is poured into ice-water. The mixture is extracted three times with ethyl acetate. The combined ethyl acetate extracts are washed with brine, dried (magnesium sulfate), filtered, and evaporated to give ... RXN SMILES: [CH3:1][C:2]1[CH:10]=[C:9]2[C:5]([CH2:6][CH2:7][NH:8]2)=[CH:4][CH:3]=1.[CH3:11][N:12]1[CH:16]=[C:15]([C:17]2[N:22]=[N:21][C:20]([N:23]3[CH2:28][CH2:27][C:26](=O)[CH2:25][CH2:24]3)=[CH:19][CH:18]=2)[CH:14]=[N:13]1>>[CH3:1][C:2]1[CH:10]=[C:9]2[C:5]([CH2:6][CH2:7][N:8]2[CH:26]2[CH2:27][CH2:28][N:23]([C:20]3[N:21]=[N:22][C:17]([C:15]4[CH:14]=[N:13][N:12]([CH3:11])[CH:16]=4)=[CH:18][CH:19]=3)[CH2:24][CH2:25]2)=[CH:4][CH:3]=1. Reported procedure: The title compound was prepared following the procedure as described in Example 5, STEP 4, reacting 6-methylindoline and 1-(6-(1-methyl-1H-pyrazol-4-yl)pyridazin-3-yl)piperidin-4-one. Reactants: CC1=CC=C2CCNC2=C1 (6-methylindoline), CN1N=CC(=C1)C1=CC=C(N=N1)N1CCC(CC1)=O (1-(6-(1-methyl-1H-pyrazol-4-yl)pyridazin-3-yl)piperidin-4-one). Yields the product CC1=CC=C2CCN(C2=C1)C1CCN(CC1)C=1N=NC(=CC1)C=1C=NN(C1)C (6-methyl-1-(1-(6-(1-methyl-1H-pyrazol-4-yl)pyridazin-3-yl)piperidin-4-yl)indoline). The reactants are CC1CCCN1CCCOc1ccc(-c2c3c(nc4ccnn24)CCCCC3)cc1, CC1CCCN1, ClCCCOc1ccc(-c2c3c(nc4ccnn24)CCCC3)cc1. The product is CC1CCCN1CCCOc1ccc(-c2c3c(nc4ccnn24)CCCC3)cc1. As a reaction SMILES: [CH3:1][CH:2]1[N:3]([CH2:7][CH2:8][CH2:9][O:10][c:11]2[cH:12][cH:13][c:14](-[c:17]3[n:18]4[n:19][cH:20][cH:21][c:22]4[n:23][c:24]4[c:25]3[CH2:26][CH2:27][CH2:28][CH2:29][CH2:30]4)[cH:15][cH:16]2)[CH2:4][CH2:5][CH2:6]1.[CH3:55][CH:56]1[CH2:57][CH2:58][CH2:59][NH:60]1.[Cl:31][CH2:32][CH2:33][CH2:34][O:35][c:36]1[cH:37][cH:38][c:39](-[c:40]2[n:41]3[n:42][cH:43][cH:44][c:45]3[n:46][c:47]3[c:48]2[CH2:49][CH2:50][CH2:51][CH2:52]3)[cH:53][cH:54]1>>[CH3:1][CH:2]1[N:3]([CH2:7][CH2:8][CH2:9][O:10][c:11]2[cH:12][cH:13][c:14](-[c:17]3[n:18]4[n:19][cH:20][cH:21][c:22]4[n:23][c:24]4[c:25]3[CH2:26][CH2:27][CH2:28][CH2:29]4)[cH:15][cH:16]2)[CH2:4][CH2:5][CH2:6]1. Starting materials: ClC1=CC(=NC2=CC=C(C=C12)C)N1CCS(C2=C(C1)C=CC=C2)(=O)=O (4-(4-chloro-6-methylquinolin-2-yl)-2,3,4,5-tetrahydro-1,4-benzothiazepine 1,1-dioxide), C(C1=CC=CC=C1)(=O)N (benzamide). The product is O=S1(CCN(CC2=C1C=CC=C2)C2=NC1=CC=C(C=C1C(=C2)NC(C2=CC=CC=C2)=O)C)=O (N-[2-(1,1-Dioxido-2,3-dihydro-1,4-benzothiazepin-4(5H)-yl)-6-methylquinolin-4-yl]benzamide). As a reaction SMILES: Cl[C:2]1[C:11]2[C:6](=[CH:7][CH:8]=[C:9]([CH3:12])[CH:10]=2)[N:5]=[C:4]([N:13]2[CH2:19][C:18]3[CH:20]=[CH:21][CH:22]=[CH:23][C:17]=3[S:16](=[O:25])(=[O:24])[CH2:15][CH2:14]2)[CH:3]=1.[C:26]([NH2:34])(=[O:33])[C:27]1[CH:32]=[CH:31][CH:30]=[CH:29][CH:28]=1>>[O:24]=[S:16]1(=[O:25])[C:17]2[CH:23]=[CH:22][CH:21]=[CH:20][C:18]=2[CH2:19][N:13]([C:4]2[CH:3]=[C:2]([NH:34][C:26](=[O:33])[C:27]3[CH:32]=[CH:31][CH:30]=[CH:29][CH:28]=3)[C:11]3[C:6](=[CH:7][CH:8]=[C:9]([CH3:12])[CH:10]=3)[N:5]=2)[CH2:14][CH2:15]1. Procedure details: The title compound was prepared in analogy to Example 3-1 in Scheme 5 by using 4-(4-chloro-6-methylquinolin-2-yl)-2,3,4,5-tetrahydro-1,4-benzothiazepine 1,1-dioxide (prepared in analogy to the one in Example 2-1) and benzamide. MS obsd. (ESI+) [(M+H)+] 458, 1H NMR (400 MHz, CD3OD) δ ppm 8.64 (s, 1 H), 8.09-8.04 (m, 5 H), 7.89-7.87 (d, J=8.4 Hz, 1 H), 7.75-7.67 (m, 3 H), 7.62-7.55 (m, 3 H), 5.34 (s, 2 H), 4.62 (s, 2 H), 3.76 (s, 2 H), 2.53 (s, 3 H). Starting materials: ClC1=NC=C(C(=N1)NC1=CC2=C(C=C1)OCCO2)F (2-chloro-N4-(3,4-ethylenedioxyphenyl)-5-fluoro-4-pyrimidineamine), C(C)OC1=CC=C(N)C=C1 (4-ethoxyaniline). The product is C(C)OC1=CC=C(C=C1)NC1=NC=C(C(=N1)NC1=CC2=C(C=C1)OCCO2)F (N2-(4-ethoxyphenyl)-N4-(3,4-ethylenedioxyphenyl)-5-fluoro-2,4-pyrimidinediamine). As a reaction SMILES: Cl[C:2]1[N:7]=[C:6]([NH:8][C:9]2[CH:14]=[CH:13][C:12]3[O:15][CH2:16][CH2:17][O:18][C:11]=3[CH:10]=2)[C:5]([F:19])=[CH:4][N:3]=1.[CH2:20]([O:22][C:23]1[CH:29]=[CH:28][C:26]([NH2:27])=[CH:25][CH:24]=1)[CH3:21]>>[CH2:20]([O:22][C:23]1[CH:29]=[CH:28][C:26]([NH:27][C:2]2[N:7]=[C:6]([NH:8][C:9]3[CH:14]=[CH:13][C:12]4[O:15][CH2:16][CH2:17][O:18][C:11]=4[CH:10]=3)[C:5]([F:19])=[CH:4][N:3]=2)=[CH:25][CH:24]=1)[CH3:21]. Reported procedure: In like manner to the preparation of N4-(3,4-ethylenedioxyphenyl)-5-fluoro-N2-(3-hydroxyphenyl)-2,4-pyrimidinediamine, 2-chloro-N4-(3,4-ethylenedioxyphenyl)-5-fluoro-4-pyrimidineamine and 4-ethoxyaniline were reacted to yield N2-(4-ethoxyphenyl)-N4-(3,4-ethylenedioxyphenyl)-5-fluoro-2,4-pyrimidinediamine. 1H NMR (CDCl3): δ 7.88 (bs, 1H), 7.40 (bd, 2H, J=8.7 Hz), 7.27 (bd, 2H, J=6.3 Hz), 6.95 (dd, 1H, J=3 and 9 Hz), 6.86–6.77 (m, 3H), 6.58 (s, 1H), 4.28 (bs, 4H), 4.01 (q, 2H, J=6.9 Hz), 1.40 (t, ... Starting materials: 2-methyl-2-pyrrolidine, ClC=1C(=CC(=C(C1)NC(C)=O)O)OC (N-(5-chloro-2-hydroxy-4-methoxyphenyl)acetamide), C([O-])([O-])=O.[Cs+].[Cs+] (caesium carbonate), [N+](=O)([O-])C=1C=C(C=CC1)S(=O)(=O)OC[C@H]1OC1 ((2S)-oxirane-2-ylmethyl 3-nitrobenzenesulfonate). Solvent: CN1C(CCC1)=O (1-methyl-2-pyrrolidinone). The product is ClC=1C(=CC(=C(C1)NC(C)=O)OC[C@H]1OC1)OC (N-{5-chloro-4-methoxy-2-[(2S)-oxiran-2-ylmethoxy]phenyl}acetamide). Yield: 98.1%. RXN SMILES: [Cl:1][C:2]1[C:3]([O:13][CH3:14])=[CH:4][C:5]([OH:12])=[C:6]([NH:8][C:9](=[O:11])[CH3:10])[CH:7]=1.C(=O)([O-])[O-].[Cs+].[Cs+].[N+](C1C=C(S(O[CH2:34][C@@H:35]2[CH2:37][O:36]2)(=O)=O)C=CC=1)([O-])=O>CN1CCCC1=O>[Cl:1][C:2]1[C:3]([O:13][CH3:14])=[CH:4][C:5]([O:12][CH2:34][C@@H:35]2[CH2:37][O:36]2)=[C:6]([NH:8][C:9](=[O:11])[CH3:10])[CH:7]=1 |f:1.2.3|. Reported procedure: N-(5-chloro-2-hydroxy-4-methoxyphenyl)acetamide (227 mg, 1.05 mmol) and caesium carbonate (376 mg, 1.25 mmol) in 1-methyl-2-pyrrolidinone (2 mL) was added (2S)-oxirane-2-ylmethyl 3-nitrobenzenesulfonate (301 mg, 1.16 mmol) dissolved 2-methyl-2-pyrrolidine (2 mL) drop wise. The resulting brown slurry was stirred over night, at room temperature. The mixture was partitioned between water and ethyl acetate. The organic phase was dried over magnesium sulphate, filtered and concentrated to yield crude... The reactants are C=CCN(CCc1ccc(N)cc1)C(=O)OC(C)(C)C, CC(C)c1ccc(S(=O)(=O)Cl)cc1, c1ccncc1. Yields the product C=CCN(CCc1ccc(NS(=O)(=O)c2ccc(C(C)C)cc2)cc1)C(=O)OC(C)(C)C. As a reaction SMILES: [C:1]([CH3:2])([CH3:3])([CH3:4])[O:5][C:6]([N:7]([CH2:8][CH2:9][c:10]1[cH:11][cH:12][c:13]([NH2:16])[cH:14][cH:15]1)[CH2:17][CH:18]=[CH2:19])=[O:20].[CH:21]([CH3:22])([CH3:23])[c:24]1[cH:25][cH:26][c:27]([S:30](=[O:31])(=[O:32])[Cl:33])[cH:28][cH:29]1.[cH:34]1[cH:35][cH:36][n:37][cH:38][cH:39]1>>[C:1]([CH3:2])([CH3:3])([CH3:4])[O:5][C:6]([N:7]([CH2:8][CH2:9][c:10]1[cH:11][cH:12][c:13]([NH:16][S:30]([c:27]2[cH:26][cH:25][c:24]([CH:21]([CH3:22])[CH3:23])[cH:29][cH:28]2)(=[O:31])=[O:32])[cH:14][cH:15]1)[CH2:17][CH:18]=[CH2:19])=[O:20].